The task is: describe an organic reaction: reactants, conditions, products, and yield. This data is from the Open Reaction Database (ORD), a public repository of structured organic reaction records. Reactants: C1(=CC=CC=C1)C (toluene), C1(CCCCC1)NC1=NC2=CC(=C(C=C2N=C1)OC)Br (2-cyclohexylamino-6-methoxy-7-bromo-quinoxaline), N1CCOCC1 (morpholine), CC(C)([O-])C.[Na+] (sodium tert-butoxide), S-(−)-BINAP. The reagents and catalysts are C=1C=CC(=CC1)/C=C/C(=O)/C=C/C2=CC=CC=C2.C=1C=CC(=CC1)/C=C/C(=O)/C=C/C2=CC=CC=C2.[Pd] (bis(dibenzylideneacetone)-palladium). Solvent: CCOCC (Et2O). Conditions: temperature 80 celsius. Product: C1(CCCCC1)NC1=NC2=CC(=C(C=C2N=C1)OC)N1CCOCC1 (Cyclohexyl-(6-methloxy-7-morpholin-4-yl-quinoxalin-2-yl)-amine). As a reaction SMILES: C1(C)C=CC=CC=1.[CH:8]1([NH:14][C:15]2[CH:24]=[N:23][C:22]3[C:17](=[CH:18][C:19](Br)=[C:20]([O:25][CH3:26])[CH:21]=3)[N:16]=2)[CH2:13][CH2:12][CH2:11][CH2:10][CH2:9]1.[NH:28]1[CH2:33][CH2:32][O:31][CH2:30][CH2:29]1.CC(C)([O-])C.[Na+]>CCOCC.C1C=CC(/C=C/C(/C=C/C2C=CC=CC=2)=O)=CC=1.C1C=CC(/C=C/C(/C=C/C2C=CC=CC=2)=O)=CC=1.[Pd]>[CH:8]1([NH:14][C:15]2[CH:24]=[N:23][C:22]3[C:17](=[CH:18][C:19]([N:28]4[CH2:33][CH2:32][O:31][CH2:30][CH2:29]4)=[C:20]([O:25][CH3:26])[CH:21]=3)[N:16]=2)[CH2:13][CH2:12][CH2:11][CH2:10][CH2:9]1 |f:3.4,6.7.8|. Reported procedure: This preparation is based on an adaptation of the method described by Buchwald, et al, J. Am. Chem. Soc., 1996, 118, 7215. To a toluene solution of 2-cyclohexylamino-6-methoxy-7-bromo-quinoxaline (0.1 g, 0.3 mmol) under argon is added morpholine (0.1 g, 0.3 mmol), sodium tert-butoxide (0.04 g, 0.42 mmol), S-(−)-BINAP (cat., 0.001 g), and bis(dibenzylideneacetone)-palladium (cat., 0.001 g). The reaction mixture is heated to 80° C. overnight. The mixture is cooled, diluted with Et2O, filtered, con...